describe an organic reaction: reactants, conditions, products, and yield From a dataset of the Open Reaction Database (ORD), a public repository of structured organic reaction records. Reactants: COCOC(=O)c1cc(Br)c(OCOC)cc1OCOC, CCO, NN, O. The product is COCOc1cc(OCOC)c(C(=O)NN)cc1Br. Reaction SMILES: [CH3:1][O:2][CH2:3][O:4][C:5]([c:6]1[c:7]([O:17][CH2:18][O:19][CH3:20])[cH:8][c:9]([O:13][CH2:14][O:15][CH3:16])[c:10]([Br:12])[cH:11]1)=[O:21].[CH3:25][CH2:26][OH:27].[NH2:23][NH2:24].[OH2:22]>>[O:4]=[C:5]([c:6]1[c:7]([O:17][CH2:18][O:19][CH3:20])[cH:8][c:9]([O:13][CH2:14][O:15][CH3:16])[c:10]([Br:12])[cH:11]1)[NH:23][NH2:24].